This data is from the Open Reaction Database (ORD), a public repository of structured organic reaction records. The task is: describe an organic reaction: reactants, conditions, products, and yield Starting materials: C1(=CC=CC=C1)P(C1=CC=CC=C1)C1=CC=CC=C1 (triphenylphosphine), C(=O)(OCC)N(N=NCCO)C (3-carboethoxy-1-(2 hydroxyethyl)-3-methyltriazene), C(C)(=O)N(N=NCCO)C (3-Acetyl-I-(2-hydroxyethyl)-3-methyltriazene), C(Cl)(Cl)(Cl)Cl (carbon tetrachloride). The solvent is CCCCC (pentane). Conditions: time 8 hour. The product is C(C)(=O)N(N=NCCCl)C (3-Acetyl-1-(2-chlorethyl)-3-methyltriazene). RXN SMILES: C1(P(C2C=CC=CC=2)C2C=CC=CC=2)C=CC=CC=1.C(N(C)N=NCCO)(OCC)=O.[C:32]([N:35]([CH3:41])[N:36]=[N:37][CH2:38][CH2:39]O)(=[O:34])[CH3:33].C(Cl)(Cl)(Cl)[Cl:43]>CCCCC>[C:32]([N:35]([CH3:41])[N:36]=[N:37][CH2:38][CH2:39][Cl:43])(=[O:34])[CH3:33]. Reported procedure: A solution of triphenylphosphine (5.89 g, 2.25×10-2 mol) and 3-carboethoxy-1-(2 hydroxyethyl)-3-methyltriazene, 5b, (2.9 g, 2.0×10 -2 mol) in 50 mL of carbon tetrachloride (dried over 3A molecular sieves) was refluxed overnight under nitrogen. The reaction mixture was cooled to room temperature and diluted with pentane (250 mL). After standing at 10° C. overnight, the reaction mixture was filtered through a pad of Celite to remove precipitated triphenylphosphine oxide. The filtrate was concentra... Starting materials: C(C)(C)(C)OC(NC1(CCC1)C1=CC=C(C=C1)C1=C(OC2=CC=C(C=C2C1=O)F)C1=CC=CC=C1)=O ({1-[4-(6-fluoro-4-oxo-2-phenyl-4H-chromen-3-yl)-phenyl]-cyclobutyl}-carbamic acid tert-butyl ester), IC=1C(C=2C=CN3C(C2OC1C1=CC=CC=C1)=NN(C3=O)C)=O (7-iodo-2-methyl-8-phenyl-2H-9-oxa-1,2,3a-triaza-cyclopenta[a]naphthalene-3,6-dione). Yields the product C(C)(C)(C)OC(NC1(CCC1)C1=CC=C(C=C1)C=1C(C=2C=CN3C(C2OC1C1=CC=CC=C1)=NN(C3=O)C)=O)=O ({1-[4-(2-Methyl-3,6-dioxo-8-phenyl-2,6-dihydro-3H-9-oxa-1,2,3a-triaza-cyclopenta[a]naphthalen-7-yl)-phenyl]-cyclobutyl}-carbamic acid tert-butyl ester). Yield: 61.0%. As a reaction SMILES: [C:1]([O:5][C:6](=[O:36])[NH:7][C:8]1([C:12]2[CH:17]=[CH:16][C:15]([C:18]3[C:27](=[O:28])[C:26]4[C:21](=[CH:22]C=[C:24](F)[CH:25]=4)[O:20][C:19]=3[C:30]3[CH:35]=[CH:34][CH:33]=[CH:32][CH:31]=3)=[CH:14][CH:13]=2)[CH2:11][CH2:10][CH2:9]1)([CH3:4])([CH3:3])[CH3:2].IC1C(=O)C2C=C[N:43]3[C:56](=[O:57])[N:55]([CH3:58])[N:54]=C3C=2OC=1C1C=CC=CC=1>>[C:1]([O:5][C:6](=[O:36])[NH:7][C:8]1([C:12]2[CH:17]=[CH:16][C:15]([C:18]3[C:27](=[O:28])[C:26]4[CH:25]=[CH:24][N:43]5[C:56](=[O:57])[N:55]([CH3:58])[N:54]=[C:22]5[C:21]=4[O:20][C:19]=3[C:30]3[CH:35]=[CH:34][CH:33]=[CH:32][CH:31]=3)=[CH:14][CH:13]=2)[CH2:11][CH2:10][CH2:9]1)([CH3:3])([CH3:4])[CH3:2]. Procedure details: Following the procedure used to prepare {1-[4-(6-fluoro-4-oxo-2-phenyl-4H-chromen-3-yl)-phenyl]-cyclobutyl}-carbamic acid tert-butyl ester, 7-iodo-2-methyl-8-phenyl-2H-9-oxa-1,2,3a-triaza-cyclopenta[a]naphthalene-3,6-dione was reacted to give the title compound as a colourless gum (19.9 mg, 61%). LCMS (Method A): RT=4.63 min, [M+H]+=539. Starting materials: BrC=1C=C(C=CC1)C (m-bromotoluene), C(CC)#N (propionitrile), [Mg] (Magnesium), II (iodine), S(O)(O)(=O)=O (sulfuric acid). Run in C(C)OCC (diethyl ether), C(C)OCC (diethyl ether), C(C)OCC (diethyl ether), O (water). Product: CC=1C=C(C=CC1)C(CC)=O (3′-Methylpropiophenone). Isolated yield 46.8%. RXN SMILES: [Mg].II.Br[C:5]1[CH:6]=[C:7]([CH3:11])[CH:8]=[CH:9][CH:10]=1.[C:12](#N)[CH2:13][CH3:14].S(=O)(=O)(O)[OH:17]>C(OCC)C.O>[CH3:14][C:13]1[CH:12]=[C:5]([C:6](=[O:17])[CH2:7][CH3:11])[CH:10]=[CH:9][CH:8]=1. Reported procedure: Magnesium turnings (1.00 g; 41.2 mmol) and iodine (two or three granules) were added to anhydrous diethyl ether (10 ml). While the mixture was stirred and heated under nitrogen atmosphere, m-bromotoluene (7.04 g; 41.2 mmol) in anhydrous diethyl ether (20 ml) was slowly added dropwise. The heating was ceased when spontaneous reflux started. After completion of the reflux, the mixture was brought to room temperature, and propionitrile (1.89 g; 34.3 mmol) in anhydrous diethyl ether (20 ml) was adde... Reactants: [H-].[Na+] (sodium hydride), ClCOCC[Si](C)(C)C ([2-(chloromethoxy)ethyl]trimethylsilane), CS(=O)(=O)Cl (methanesulfonyl chloride), BrC=1C=C2C(=[N+](C1)[O-])NC=C2 (5-Bromo-1H-pyrrolo[2,3-b]pyridine 7-oxide), [Cl-].[Na+] (sodium chloride), [Cl-].[Na+] (sodium chloride). Run in CN(C=O)C (N,N-dimethylformamide). Run at time 3 hour. Product: BrC=1C(=C2C(=NC1)N(C=C2)COCC[Si](C)(C)C)Cl (5-Bromo-4-chloro-1-{[2-(trimethylsilyl)ethoxy]methyl}-1H-pyrrolo[2,3-b]pyridine). Isolated yield 62.0%. Reaction SMILES: [Br:1][C:2]1[CH:3]=[C:4]2[CH:11]=[CH:10][NH:9][C:5]2=[N+:6]([O-])[CH:7]=1.CS(Cl)(=O)=O.[Cl-:17].[Na+].[H-].[Na+].Cl[CH2:22][O:23][CH2:24][CH2:25][Si:26]([CH3:29])([CH3:28])[CH3:27]>CN(C)C=O>[Br:1][C:2]1[C:3]([Cl:17])=[C:4]2[CH:11]=[CH:10][N:9]([CH2:22][O:23][CH2:24][CH2:25][Si:26]([CH3:29])([CH3:28])[CH3:27])[C:5]2=[N:6][CH:7]=1 |f:2.3,4.5|. Procedure: 5-Bromo-1H-pyrrolo[2,3-b]pyridine 7-oxide (150 mg, 0.704 mmol) in N,N-dimethylformamide (2 mL) was heated to 50° C. and stirred with methanesulfonyl chloride (58 μL, 0.75 mmol) at 70° C. for 2 hours and allowed to cool to room temperature. After addition of saturated aqueous sodium chloride, the reaction mixture was extracted with ethyl acetate, and the organic layer was dried over anhydrous sodium sulfate and concentrated under reduced pressure. The resulting residue was dissolved in N,N-dimeth... Reactants: C1COC2(CCC(CC2)(O)CCCO)O1 (4-(3-Hydroxypropyl)-4-hydroxy-cyclohexanone ethylene ketal), C(C)(C)N(CC)C(C)C (diisopropylethylamine), S(=O)(=O)(C(F)(F)F)OS(=O)(=O)C(F)(F)F (triflic anhydride). The solvent is C(Cl)Cl (methylene chloride). The product is O1CCCC12CCC(CC2)=O (1-Oxaspiro[4.5]decan-8-one). RXN SMILES: C1O[C:4]2([CH2:9][CH2:8][C:7]([CH2:11][CH2:12][CH2:13][OH:14])(O)[CH2:6][CH2:5]2)[O:3]C1.C(N(C(C)C)CC)(C)C.S(OS(C(F)(F)F)(=O)=O)(C(F)(F)F)(=O)=O>C(Cl)Cl>[O:14]1[C:7]2([CH2:6][CH2:5][C:4](=[O:3])[CH2:9][CH2:8]2)[CH2:11][CH2:12][CH2:13]1. Procedure: A mixture of 4-(3-Hydroxypropyl)-4-hydroxy-cyclohexanone ethylene ketal (1.4 g) and diisopropylethylamine (3.37 mL) in methylene chloride (100 mL) at -78° C. was treated with triflic anhydride (1.64 mL). After 30 min the reaction mixture was washed with water, the solvent was dried over magnesium sulfate and removed in vacuo. The residue was dissolved in 30 mL of tetrahydrofuran and 15 mL of 3% HCl. After 5 h at room temperature the reaction mixture was diluted with water and the product was ext... Starting materials: C1(CCC(=O)O1)=O (succinic anhydride), ClC=1C=CC2=C(N(C(S2)=O)CC(=O)N2CC(CCC2)O)C1 (5-chloro-3-(3-hydroxypiperidinocarbonylmethyl)benzothiazolin-2-one). The solvent is O1CCCC1 (tetrahydrofuran), N1=CC=CC=C1 (pyridine), O1CCCC1 (tetrahydrofuran). Reaction conditions: time 8 hour. Yields the product ClC=1C=CC2=C(N(C(S2)=O)CC(=O)N2CC(CCC2)OC(=O)CCC(=O)O)C1 (3-[1-(5-chloro-2-oxobenzothiazolin-3-yl-acetyl)piperidin-3-yl-oxycarbonyl]propionic acid). The yield is 47.8%. RXN SMILES: [Cl:1][C:2]1[CH:3]=[CH:4][C:5]2[S:9][C:8](=[O:10])[N:7]([CH2:11][C:12]([N:14]3[CH2:19][CH2:18][CH2:17][CH:16]([OH:20])[CH2:15]3)=[O:13])[C:6]=2[CH:21]=1.[C:22]1(=[O:28])[O:27][C:25](=[O:26])[CH2:24][CH2:23]1>N1C=CC=CC=1.O1CCCC1>[Cl:1][C:2]1[CH:3]=[CH:4][C:5]2[S:9][C:8](=[O:10])[N:7]([CH2:11][C:12]([N:14]3[CH2:19][CH2:18][CH2:17][CH:16]([O:20][C:22]([CH2:23][CH2:24][C:25]([OH:27])=[O:26])=[O:28])[CH2:15]3)=[O:13])[C:6]=2[CH:21]=1. Reported procedure: A solution of 5-chloro-3-(3-hydroxypiperidinocarbonylmethyl)benzothiazolin-2-one (3.2 g) in dry pyridine (2.5 ml) and dry tetrahydrofuran (50 ml) was cooled. To the solution was dropwise added a solution of succinic anhydride (1.1 g) in dry tetrahydrofuran (5 ml) under stirring. The mixture was refluxed for two hours and then left overnight. The solvent was evaporated off under vacuum from the reaction mixture. The residue was dissolved in 5% aqueous sodium bicarbonate (20 ml). The resultant sol...